This data is from the Open Reaction Database (ORD), a public repository of structured organic reaction records. The task is: describe an organic reaction: reactants, conditions, products, and yield Reactants: C=CCBr, [H-], [Na+], CN(C)C=O, Oc1cccc2cccnc12. Product: C=CCOc1cccc2cccnc12. RXN SMILES: [CH2:14]([CH:15]=[CH2:16])[Br:17].[H-:1].[Na+:2].[O:18]=[CH:19][N:20]([CH3:21])[CH3:22].[OH:3][c:4]1[cH:5][cH:6][cH:7][c:8]2[cH:9][cH:10][cH:11][n:12][c:13]12>>[O:3]([c:4]1[cH:5][cH:6][cH:7][c:8]2[cH:9][cH:10][cH:11][n:12][c:13]12)[CH2:16][CH:15]=[CH2:14]. Reactants: N1=C(C=CC=C1)N1CCN(CC1)C(C(=O)C1=CNC2=C(N=CC(=C12)OC)Cl)=O (1-(pyridin-2-yl)-4-[(4-methoxy-7-chloro-6-azaindol-3-yl)-oxoacetyl]piperazine), S1C(=NC=C1)[Sn](CCCC)(CCCC)CCCC (thiazol-2-yl tributyltin). Yields the product N1=C(C=CC=C1)N1CCN(CC1)C(C(=O)C1=CNC2=C(N=CC(=C12)OC)C=1SC=CN1)=O (1-(pyridin-2-yl)-4-[(4-methoxy-7-(thiazol-2-yl)-6-azaindol-3-yl)-oxoacetyl]piperazine). Reaction SMILES: [N:1]1[CH:6]=[CH:5][CH:4]=[CH:3][C:2]=1[N:7]1[CH2:12][CH2:11][N:10]([C:13](=[O:28])[C:14]([C:16]2[C:24]3[C:19](=[C:20](Cl)[N:21]=[CH:22][C:23]=3[O:25][CH3:26])[NH:18][CH:17]=2)=[O:15])[CH2:9][CH2:8]1.[S:29]1[CH:33]=[CH:32][N:31]=[C:30]1[Sn](CCCC)(CCCC)CCCC>>[N:1]1[CH:6]=[CH:5][CH:4]=[CH:3][C:2]=1[N:7]1[CH2:12][CH2:11][N:10]([C:13](=[O:28])[C:14]([C:16]2[C:24]3[C:19](=[C:20]([C:30]4[S:29][CH:33]=[CH:32][N:31]=4)[N:21]=[CH:22][C:23]=3[O:25][CH3:26])[NH:18][CH:17]=2)=[O:15])[CH2:9][CH2:8]1. Procedure: Example 50, was prepared from 1-(pyridin-2-yl)-4-[(4-methoxy-7-chloro-6-azaindol-3-yl)-oxoacetyl]piperazine and thiazol-2-yl tributyltin, Precursor 14a-21, according to the general method above to provide 1-(pyridin-2-yl)-4-[(4-methoxy-7-(thiazol-2-yl)-6-azaindol-3-yl)-oxoacetyl]piperazine MS m/z: (M+H)+ Calc'd for C24H25N6O4S: 477.13; found 477.22. HPLC retention time: 0.98 minutes (column A). Reactants: [Si](C)(C)(C(C)(C)C)OCCC1(CN(CCO1)C(=O)OC(C)(C)C)C1=CC=CC=C1 (tert-butyl 2-(2-{[tert-butyl(dimethyl)silyl]oxy}ethyl)-2-phenylmorpholine-4-carboxylate), solution, [F-].C(CCC)[N+](CCCC)(CCCC)CCCC (tetrabutylammonium fluoride). Run in C1CCOC1 (THF), C(Cl)(Cl)Cl (CHCl3). Product: OCCC1(CN(CCO1)C(=O)OC(C)(C)C)C1=CC=CC=C1 (tert-butyl 2-(2-hydroxyethyl)-2-phenylmorpholine-4-carboxylate). The yield is 83.0%. Reaction SMILES: [Si]([O:8][CH2:9][CH2:10][C:11]1([C:24]2[CH:29]=[CH:28][CH:27]=[CH:26][CH:25]=2)[O:16][CH2:15][CH2:14][N:13]([C:17]([O:19][C:20]([CH3:23])([CH3:22])[CH3:21])=[O:18])[CH2:12]1)(C(C)(C)C)(C)C.[F-].C([N+](CCCC)(CCCC)CCCC)CCC>C1COCC1.C(Cl)(Cl)Cl>[OH:8][CH2:9][CH2:10][C:11]1([C:24]2[CH:29]=[CH:28][CH:27]=[CH:26][CH:25]=2)[O:16][CH2:15][CH2:14][N:13]([C:17]([O:19][C:20]([CH3:23])([CH3:21])[CH3:22])=[O:18])[CH2:12]1 |f:1.2|. Procedure: The above tert-butyl 2-(2-{[tert-butyl(dimethyl)silyl]oxy}ethyl)-2-phenylmorpholine-4-carboxylate was stirred in 4 mL of a 1 M solution of tetrabutylammonium fluoride in THF for 1 h at room temperature. The reaction mixture was then diluted with CHCl3, washed with saturated aqueous NaHCO3, and purified (1:1 hex:EtOAc) to provide tert-butyl 2-(2-hydroxyethyl)-2-phenylmorpholine-4-carboxylate (449 mg, 83%) as an oil: 1H NMR (400 MHz, CDCl3), δ 7.47-7.41 (m, 2H), 7.40-7.35 (m, 2H), 7.28 (m, 1H), 4.... Reactants: C1CCC2=NCCCN2CC1 (1,8-diazabicyclo[5.4.0]-7-undecene), N1(CCCC1)C1=CC=C(C=C1)C=1C=CC2=C(C=C(CCO2)C(=O)O)C1 (7-(4-(pyrrolidin-1-yl)-phenyl)2,3-dihydro-1-benzoxepine-4-carboxylic acid), CN(C1CCOCC1)CC1=CC=C(N)C=C1 (4-(N-methyl-N-(tetrahydropyran-4-yl)aminomethyl)aniline), ON1N=NC2=C1C=CC=C2 (1-hydroxybenzotriazole), Cl.C(C)N=C=NCCCN(C)C (1-ethyl-3-(3-dimethylamino-propyl)carbodiimide hydro-chloride). The reagents and catalysts are CN(C1=CC=NC=C1)C (4-dimethylaminopyridine). Run in CN(C=O)C (dimethyl-formamide). Reaction conditions: time 3 hour. The product is N1(CCCC1)C1=CC=C(C=C1)C=1C=CC2=C(C=C(CCO2)C(=O)NC2=CC=C(C=C2)CN(C)C2CCOCC2)C1 (7-(4-(pyrrolidin-1-yl)-phenyl)-N-(4-((N-tetrahydropyran-4-yl-N-methylamino)-methyl)-phenyl)-2,3-dihydro-1-benzoxepine-4-carboxamide). Isolated yield 33.3%. As a reaction SMILES: [N:1]1([C:6]2[CH:11]=[CH:10][C:9]([C:12]3[CH:13]=[CH:14][C:15]4[O:21][CH2:20][CH2:19][C:18]([C:22]([OH:24])=O)=[CH:17][C:16]=4[CH:25]=3)=[CH:8][CH:7]=2)[CH2:5][CH2:4][CH2:3][CH2:2]1.[CH3:26][N:27]([CH2:34][C:35]1[CH:41]=[CH:40][C:38]([NH2:39])=[CH:37][CH:36]=1)[CH:28]1[CH2:33][CH2:32][O:31][CH2:30][CH2:29]1.ON1C2C=CC=CC=2N=N1.Cl.C(N=C=NCCCN(C)C)C.C1CCN2C(=NCCC2)CC1>CN(C)C=O.CN(C)C1C=CN=CC=1>[N:1]1([C:6]2[CH:7]=[CH:8][C:9]([C:12]3[CH:13]=[CH:14][C:15]4[O:21][CH2:20][CH2:19][C:18]([C:22]([NH:39][C:38]5[CH:40]=[CH:41][C:35]([CH2:34][N:27]([CH:28]6[CH2:33][CH2:32][O:31][CH2:30][CH2:29]6)[CH3:26])=[CH:36][CH:37]=5)=[O:24])=[CH:17][C:16]=4[CH:25]=3)=[CH:10][CH:11]=2)[CH2:2][CH2:3][CH2:4][CH2:5]1 |f:3.4|. Procedure details: To a solution of 7-(4-(pyrrolidin-1-yl)-phenyl)2,3-dihydro-1-benzoxepine-4-carboxylic acid (0.15g), 4-(N-methyl-N-(tetrahydropyran-4-yl)aminomethyl)aniline (0.1g) and 1-hydroxybenzotriazole (0.07g) in dimethyl-formamide (10ml) was added 1-ethyl-3-(3-dimethylamino-propyl)carbodiimide hydro-chloride (0.13g) under ice-cooling, and the mixture was stirred under nitrogen atmosphere at room temperature for 3 hours. To the mixture were added 4-dimethylaminopyridine (catalytic amount) and 1,8-diazabicyc...